This data is from the Open Reaction Database (ORD), a public repository of structured organic reaction records. The task is: describe an organic reaction: reactants, conditions, products, and yield Starting materials: CCN=C=NCCCN(C)C, CCOC(C)=O, CCN(C(C)C)C(C)C, Cl, O=C(O)C(CC(F)(F)Cc1ccccc1)NC(=O)N1CCOCC1, CCCC(C)(N)CO, CN(C)C=O, On1nnc2ccccc21. The product is CCCC(C)(CO)NC(=O)C(CC(F)(F)Cc1ccccc1)NC(=O)N1CCOCC1. RXN SMILES: [CH3:34][CH2:35][N:36]=[C:37]=[N:38][CH2:39][CH2:40][CH2:41][N:42]([CH3:43])[CH3:44].[CH3:69][CH2:70][O:71][C:72](=[O:73])[CH3:74].[CH:55]([N:56]([CH:57]([CH3:58])[CH3:59])[CH2:60][CH3:61])([CH3:62])[CH3:63].[ClH:1].[F:10][C:11]([CH2:12][CH:13]([C:14](=[O:15])[OH:16])[NH:17][C:18](=[O:19])[N:20]1[CH2:21][CH2:22][O:23][CH2:24][CH2:25]1)([CH2:26][c:27]1[cH:28][cH:29][cH:30][cH:31][cH:32]1)[F:33].[NH2:2][C:3]([CH2:4][OH:5])([CH2:6][CH2:7][CH3:8])[CH3:9].[O:64]=[CH:65][N:66]([CH3:67])[CH3:68].[OH:45][n:46]1[c:47]2[c:48]([cH:49][cH:50][cH:51][cH:52]2)[n:53][n:54]1>>[NH:2]([C:3]([CH2:4][OH:5])([CH2:6][CH2:7][CH3:8])[CH3:9])[C:14]([CH:13]([CH2:12][C:11]([F:10])([CH2:26][c:27]1[cH:28][cH:29][cH:30][cH:31][cH:32]1)[F:33])[NH:17][C:18](=[O:19])[N:20]1[CH2:21][CH2:22][O:23][CH2:24][CH2:25]1)=[O:15].